Dataset: the Open Reaction Database (ORD), a public repository of structured organic reaction records. Task: describe an organic reaction: reactants, conditions, products, and yield Reaction SMILES: [Cl:1][C:2]1[CH:7]=[CH:6][C:5]([C:8]2[C:12]([C:13]3[N:14]=[CH:15][NH:16][CH:17]=3)=[C:11]([C:18]([F:21])([F:20])[F:19])[O:10][N:9]=2)=[CH:4][CH:3]=1.F[C:23]1[CH:28]=[CH:27][C:26]([N+:29]([O-:31])=[O:30])=[CH:25][CH:24]=1>>[Cl:1][C:2]1[CH:7]=[CH:6][C:5]([C:8]2[C:12]([C:13]3[N:14]=[CH:15][N:16]([C:23]4[CH:28]=[CH:27][C:26]([N+:29]([O-:31])=[O:30])=[CH:25][CH:24]=4)[CH:17]=3)=[C:11]([C:18]([F:21])([F:19])[F:20])[O:10][N:9]=2)=[CH:4][CH:3]=1. Starting materials: ClC1=CC=C(C=C1)C1=NOC(=C1C=1N=CNC1)C(F)(F)F (3-(4-chloro-phenyl)-4-(1H-imidazol-4-yl)-5-trifluoromethyl-isoxazole), FC1=CC=C(C=C1)[N+](=O)[O-] (1-fluoro-4-nitrobenzene). Product: ClC1=CC=C(C=C1)C1=NOC(=C1C=1N=CN(C1)C1=CC=C(C=C1)[N+](=O)[O-])C(F)(F)F (3-(4-Chloro-phenyl)-4-[1-(4-nitro-phenyl)-1H-imidazol-4-yl]-5-trifluoromethyl-isoxazole). Isolated yield 76.0%. Procedure: As described for Example 44, 3-(4-chloro-phenyl)-4-(1H-imidazol-4-yl)-5-trifluoromethyl-isoxazole (100 mg, 0.32 mmol), using 1-fluoro-4-nitrobenzene instead of 4-fluoroacetophenone, was converted to the title compound (105 mg, 76%) which was obtained as a yellow solid. MS: m/e=492.9 [M+OAc]+. Starting materials: Nc1ncc(Br)c2ccccc12, CCCC[Sn](CCCC)(CCCC)c1nc(N2CCOCC2)c2nc(CN3CCC(C(C)(C)C)CC3)n(C)c2n1. Yields the product Cn1c(CN2CCC(C(C)(C)C)CC2)nc2c(N3CCOCC3)nc(-c3cnc(N)c4ccccc34)nc21. Reaction SMILES: [Br:41][c:42]1[cH:43][n:44][c:45]([NH2:52])[c:46]2[cH:47][cH:48][cH:49][cH:50][c:51]12.[C:1]([CH3:2])([CH3:3])([CH3:4])[CH:5]1[CH2:6][CH2:7][N:8]([CH2:11][c:12]2[n:13]([CH3:40])[c:14]3[n:15][c:16]([Sn:27]([CH2:28][CH2:29][CH2:30][CH3:31])([CH2:32][CH2:33][CH2:34][CH3:35])[CH2:36][CH2:37][CH2:38][CH3:39])[n:17][c:18]([N:21]4[CH2:22][CH2:23][O:24][CH2:25][CH2:26]4)[c:19]3[n:20]2)[CH2:9][CH2:10]1>>[C:1]([CH3:2])([CH3:3])([CH3:4])[CH:5]1[CH2:6][CH2:7][N:8]([CH2:11][c:12]2[n:13]([CH3:40])[c:14]3[n:15][c:16](-[c:42]4[cH:43][n:44][c:45]([NH2:52])[c:46]5[cH:47][cH:48][cH:49][cH:50][c:51]45)[n:17][c:18]([N:21]4[CH2:22][CH2:23][O:24][CH2:25][CH2:26]4)[c:19]3[n:20]2)[CH2:9][CH2:10]1. Procedure details: The title compound was prepared by the treatment of 5-bromo-2-isopropoxy-benzaldehyde (3.5 gm, 0.014 mol) with copper(I) cyanide (2.5 gm, 0.028 mol) in refluxing DMF for 28 hours. The cooled mixture was poured into a mixture of water (100 mL) and ethyl acetate (100 mL). The mixture was filtered through a pad of Celite, the organic layer separated, washed with saturated brine solution, dried (Na2SO4), and evaporated. The title compound was purified by flash chromatography eluting with 15% ethyl a... Run in C(C)(=O)OCC (ethyl acetate). Reaction SMILES: Br[C:2]1[CH:3]=[CH:4][C:5]([O:10][CH:11]([CH3:13])[CH3:12])=[C:6]([CH:9]=1)[CH:7]=[O:8].[Cu][C:15]#[N:16].CN(C=O)C.O>C(OCC)(=O)C>[C:15]([C:2]1[CH:3]=[CH:4][C:5]([O:10][CH:11]([CH3:13])[CH3:12])=[C:6]([CH:9]=1)[CH:7]=[O:8])#[N:16]. Product: C(#N)C=1C=CC(=C(C=O)C1)OC(C)C (5-Cyano-2-isopropoxy-benzaldehyde). Starting materials: BrC=1C=CC(=C(C=O)C1)OC(C)C (5-bromo-2-isopropoxy-benzaldehyde), [Cu]C#N (copper(I) cyanide), O (water), CN(C)C=O (DMF). The reactants are C1(=CC=C(C=C1)C(=O)Cl)C (p-Toluoyl chloride), ice water, [C@@H]1(C[C@H](O)[C@@H](CO)O1)N1C(=O)NC(=O)C(C)=C1 (thymidine). Solvent: N1=CC=CC=C1 (pyridine). Reaction conditions: time 16.5 hour. Yields the product C1(=CC=C(C=C1)C(=O)C([C@@H]1[C@H](C[C@@H](O1)N1C(=O)NC(=O)C(C)=C1)O)O)C (5′-p-Toluoylthymidine). Yield: 16.6%. RXN SMILES: [C:1]1([CH3:10])[CH:6]=[CH:5][C:4]([C:7](Cl)=[O:8])=[CH:3][CH:2]=1.[C@@H:11]1([N:19]2[CH:27]=[C:25]([CH3:26])[C:23](=[O:24])[NH:22][C:20]2=[O:21])[O:18][C@H:15]([CH2:16][OH:17])[C@@H:13]([OH:14])[CH2:12]1>N1C=CC=CC=1>[C:1]1([CH3:10])[CH:6]=[CH:5][C:4]([C:7]([CH:16]([OH:17])[C@H:15]2[O:18][C@@H:11]([N:19]3[CH:27]=[C:25]([CH3:26])[C:23](=[O:24])[NH:22][C:20]3=[O:21])[CH2:12][C@@H:13]2[OH:14])=[O:8])=[CH:3][CH:2]=1. Reported procedure: p-Toluoyl chloride (6.78 mL, 51.25 mmol) was added dropwise (to keep the temperature of the mixture below 5° C.) to a cooled (ice/water bath) stirred suspension of thymidine (12.112 g, 50 mmol) in anhydrous pyridine (50 mL) under an argon atmosphere. After complete addition, the bath was removed and the mixture was allowed to warm to room temperature. After 16.5 h, thin layer chromatography (using EtOAc as eluant) showed that no starting material was remaining. The mixture was poured into ice (5... Starting materials: C(=O)(N1C=NC=C1)N1C=NC=C1 (1,1′-carbonyldiimidazole), N12CCCCCC2=NCCC1 (1,8-Diazabicyclo[5.4.0]undec-7-ene), COCC(=O)O (2-methoxyacetic acid), NC1=CC2=C(C(=C(O2)C2=CC=C(C=C2)F)C(=O)NC)C=C1C1=CC(=CC=C1)C(NC1(CC1)C1=CC=CC=C1)=O (6-amino-2-(4-fluorophenyl)-N-methyl-5-(3-(1-phenylcyclopropylcarbamoyl)phenyl)benzofuran-3-carboxamide). Solvent: C1CCOC1 (THF), CO (MeOH). Conditions: temperature 55 celsius, time 1 hour. Yields the product FC1=CC=C(C=C1)C=1OC2=C(C1C(=O)NC)C=C(C(=C2)NC(COC)=O)C2=CC(=CC=C2)C(NC2(CC2)C2=CC=CC=C2)=O (2-(4-Fluorophenyl)-6-(2-methoxyacetamido)-N-methyl-5-(3-(1-phenylcyclopropylcarbamoyl)phenyl)benzofuran-3-carboxamide). As a reaction SMILES: [CH3:1][O:2][CH2:3][C:4]([OH:6])=O.C(N1C=CN=C1)(N1C=CN=C1)=O.[NH2:19][C:20]1[C:39]([C:40]2[CH:45]=[CH:44][CH:43]=[C:42]([C:46](=[O:57])[NH:47][C:48]3([C:51]4[CH:56]=[CH:55][CH:54]=[CH:53][CH:52]=4)[CH2:50][CH2:49]3)[CH:41]=2)=[CH:38][C:23]2[C:24]([C:34]([NH:36][CH3:37])=[O:35])=[C:25]([C:27]3[CH:32]=[CH:31][C:30]([F:33])=[CH:29][CH:28]=3)[O:26][C:22]=2[CH:21]=1.N12CCCN=C1CCCCC2>C1COCC1.CO>[F:33][C:30]1[CH:31]=[CH:32][C:27]([C:25]2[O:26][C:22]3[CH:21]=[C:20]([NH:19][C:4](=[O:6])[CH2:3][O:2][CH3:1])[C:39]([C:40]4[CH:45]=[CH:44][CH:43]=[C:42]([C:46](=[O:57])[NH:47][C:48]5([C:51]6[CH:52]=[CH:53][CH:54]=[CH:55][CH:56]=6)[CH2:50][CH2:49]5)[CH:41]=4)=[CH:38][C:23]=3[C:24]=2[C:34]([NH:36][CH3:37])=[O:35])=[CH:28][CH:29]=1. Procedure details: To a mixture of 2-methoxyacetic acid (10.40 mg, 0.115 mmol) in THF (3 mL) at r.t. under N2 was added 1,1′-carbonyldiimidazole (CDI) (28.1 mg, 0.173 mmol). The mixture was stirred at 55° C. for 1 hr. The mixture was then transferred to a flask containing 6-amino-2-(4-fluorophenyl)-N-methyl-5-(3-(1-phenylcyclopropylcarbamoyl)phenyl)benzofuran-3-carboxamide (30 mg, 0.058 mmol) at r.t. under N2. 1,8-Diazabicyclo[5.4.0]undec-7-ene (DBU) (0.035 mL, 0.231 mmol) was then added and the mixture was stirre... The reactants are C(C)C1OCC2=C1C(=CC=C2)OC2=NC=C(C=C2)[N+](=O)[O-] (2-[(3-ethyl-1,3-dihydro-2-benzofuran-4-yl)oxy]-5-nitropyridine), C(C)C1OCC2=C1C(=CC=C2)OC2=NC=C(C=C2)[N+](=O)[O-] (2-[(3-ethyl-1,3-dihydro-2-benzofuran-4-yl)oxy]-5-nitropyridine), O.NN (hydrazine hydrate). The reagents and catalysts are [Pd] (Pd/C). Solvent: C(C)O (ethanol). Run at temperature 90 celsius, time 45 minute. Product: C(C)C1OCC2=C1C(=CC=C2)OC2=CC=C(C=N2)N (6-[(3-ethyl-1,3-dihydro-2-benzofuran-4-yl)oxy]-3-pyridinamine). As a reaction SMILES: O.NN.[CH2:4]([CH:6]1[C:10]2[C:11]([O:15][C:16]3[CH:21]=[CH:20][C:19]([N+:22]([O-])=O)=[CH:18][N:17]=3)=[CH:12][CH:13]=[CH:14][C:9]=2[CH2:8][O:7]1)[CH3:5]>C(O)C.[Pd]>[CH2:4]([CH:6]1[C:10]2[C:11]([O:15][C:16]3[N:17]=[CH:18][C:19]([NH2:22])=[CH:20][CH:21]=3)=[CH:12][CH:13]=[CH:14][C:9]=2[CH2:8][O:7]1)[CH3:5] |f:0.1|. Procedure: In a 50 ml round-bottomed flask 2-[(3-ethyl-1,3-dihydro-2-benzofuran-4-yl)oxy]-5-nitropyridine (Intermediate 107, 97.6 mg) was dissolved in ethanol (10 ml) to give a pale yellow solution. Pd/C (26.1 mg, 0.245 mmol) and hydrazine hydrate (12.29 mg, 0.245 mmol) were added. The reaction mixture was stirred at 90° C. After 45 minutes, the reaction was completed. The reaction mixture was filtered and the organic phase was evaporated under vacuum affording the crude product which was charged on a 2 g ... Reactants: C=CCC(NNC(=O)OC(C)(C)C)C(C)(C)C, CO, O. Yields the product CCCC(NNC(=O)OC(C)(C)C)C(C)(C)C. RXN SMILES: [C:1]([CH3:2])([CH3:3])([CH3:4])[O:5][C:6](=[O:7])[NH:8][NH:9][CH:10]([CH2:11][CH:12]=[CH2:13])[C:14]([CH3:15])([CH3:16])[CH3:17].[CH3:18][OH:19].[OH2:20]>>[C:1]([CH3:2])([CH3:3])([CH3:4])[O:5][C:6](=[O:7])[NH:8][NH:9][CH:10]([CH2:11][CH2:12][CH3:13])[C:14]([CH3:15])([CH3:16])[CH3:17]. Starting materials: [BH4-], C1CCOC1, CO, COC(=O)C1(C(=O)NCc2ccccc2Cl)CCN(C(=O)OC(C)(C)C)CC1, Cl, [Li+]. Yields the product CC(C)(C)OC(=O)N1CCC(CO)(C(=O)NCc2ccccc2Cl)CC1. Reaction SMILES: [BH4-:29].[CH2:32]1[O:33][CH2:34][CH2:35][CH2:36]1.[CH3:37][OH:38].[Cl:1][c:2]1[c:3]([CH2:4][NH:5][C:6](=[O:7])[C:8]2([C:21](=[O:22])[O:23][CH3:24])[CH2:9][CH2:10][N:11]([C:14](=[O:15])[O:16][C:17]([CH3:18])([CH3:19])[CH3:20])[CH2:12][CH2:13]2)[cH:25][cH:26][cH:27][cH:28]1.[ClH:31].[Li+:30]>>[Cl:1][c:2]1[c:3]([CH2:4][NH:5][C:6](=[O:7])[C:8]2([CH2:21][OH:22])[CH2:9][CH2:10][N:11]([C:14](=[O:15])[O:16][C:17]([CH3:18])([CH3:19])[CH3:20])[CH2:12][CH2:13]2)[cH:25][cH:26][cH:27][cH:28]1.